From a dataset of the Open Reaction Database (ORD), a public repository of structured organic reaction records. describe an organic reaction: reactants, conditions, products, and yield Starting materials: C=CCOC(=O)OCC(=O)O, CN(C)C=O, O=C(Cl)C(=O)Cl, C1CCOC1. The product is C=CCOC(=O)OCC(=O)Cl. As a reaction SMILES: [CH2:1]([CH:2]=[CH2:3])[O:4][C:5](=[O:6])[O:7][CH2:8][C:9](=[O:10])[OH:11].[CH3:18][N:19]([CH3:20])[CH:21]=[O:22].[Cl:12][C:13]([C:14]([Cl:15])=[O:16])=[O:17].[O:23]1[CH2:24][CH2:25][CH2:26][CH2:27]1>>[CH2:1]([CH:2]=[CH2:3])[O:4][C:5](=[O:6])[O:7][CH2:8][C:9](=[O:11])[Cl:12].